From a dataset of the Open Reaction Database (ORD), a public repository of structured organic reaction records. describe an organic reaction: reactants, conditions, products, and yield Starting materials: N(=[N+]=[N-])CCOCCOCCC(F)(F)P(OCC)(OCC)=O (diethyl 3-(2-(2-azidoethoxy)ethoxy)-1,1-difluoropropylphosphonate), Cl (HCl), CCOCC (ether). Reagents/catalysts: [OH-].[Pd+2].[OH-] (palladium hydroxide). The solvent is CCO (EtOH). Reaction conditions: time 8 hour. Yields the product Cl.NCCOCCOCCC(F)(F)P(OCC)(OCC)=O (diethyl 3-(2-(2-aminoethoxy)ethoxy)-1,1-difluoropropylphosphonate hydrochloride). Reaction SMILES: [N:1]([CH2:4][CH2:5][O:6][CH2:7][CH2:8][O:9][CH2:10][CH2:11][C:12]([P:15](=[O:22])([O:19][CH2:20][CH3:21])[O:16][CH2:17][CH3:18])([F:14])[F:13])=[N+]=[N-].[ClH:23].CCOCC>CCO.[OH-].[Pd+2].[OH-]>[ClH:23].[NH2:1][CH2:4][CH2:5][O:6][CH2:7][CH2:8][O:9][CH2:10][CH2:11][C:12]([P:15](=[O:22])([O:19][CH2:20][CH3:21])[O:16][CH2:17][CH3:18])([F:14])[F:13] |f:4.5.6,7.8|. Procedure details: To a solution of diethyl 3-(2-(2-azidoethoxy)ethoxy)-1,1-difluoropropylphosphonate (1 eq) in EtOH (2 M) solution was added palladium hydroxide (0.05 eq) and 2 M HCl in ether (1.1 eq). The reaction mixture was stirred under hydrogen (1 atm) overnight. The palladium was filtered off and the filtrate was concentrated en vaccuo. The crude mixture was used for the next reaction without further purification. The reactants are intermediate, C(C=C)N(C1=CN=C2N(C1=O)[C@H](C[C@@]2(C)CC(=O)O)C(NCC2=CC=C(C=C2)C(=N)NC(=O)OCC2=CC=CC=C2)=O)C(=O)OCC2=CC=CC=C2 ((6R,8S)-{3-(allyl-benzyloxycarbonyl-amino)-6-[4-(benzyloxycarbonylamino-imino-methyl)-benzylcarbamoyl]-8-methyl-4-oxo-4,6,7,8-tetrahydro-pyrrolo[1,2-a]pyrimidin-8-yl}-acetic acid), N1CCCCC1 (piperidine). Product: C(C1=CC=CC=C1)OC(N(C1=CN=C2N(C1=O)[C@H](C[C@]2(CC(N2CCCCC2)=O)C)C(NCC2=CC=C(C=C2)C(=N)NC(=O)OCC2=CC=CC=C2)=O)CC=C)=O ((6R,8S)-allyl-[6-[4-(benzyloxycarbonylamino-imino-methyl)-benzylcarbamoyl]-8-methyl-4-oxo-8-(2-oxo-2-piperidin-1-yl-ethyl)-4,6,7,8-tetrahydro-pyrrolo[1,2-a]pyrimidin-3-yl]-carbamic acid benzyl ester). The yield is 72.5%. As a reaction SMILES: [CH2:1]([N:4]([C:43]([O:45][CH2:46][C:47]1[CH:52]=[CH:51][CH:50]=[CH:49][CH:48]=1)=[O:44])[C:5]1[C:10](=[O:11])[N:9]2[C@@H:12]([C:20](=[O:42])[NH:21][CH2:22][C:23]3[CH:28]=[CH:27][C:26]([C:29]([NH:31][C:32]([O:34][CH2:35][C:36]4[CH:41]=[CH:40][CH:39]=[CH:38][CH:37]=4)=[O:33])=[NH:30])=[CH:25][CH:24]=3)[CH2:13][C@:14]([CH2:16][C:17](O)=[O:18])([CH3:15])[C:8]2=[N:7][CH:6]=1)[CH:2]=[CH2:3].[NH:53]1[CH2:58][CH2:57][CH2:56][CH2:55][CH2:54]1>>[CH2:46]([O:45][C:43](=[O:44])[N:4]([CH2:1][CH:2]=[CH2:3])[C:5]1[C:10](=[O:11])[N:9]2[C@@H:12]([C:20](=[O:42])[NH:21][CH2:22][C:23]3[CH:24]=[CH:25][C:26]([C:29]([NH:31][C:32]([O:34][CH2:35][C:36]4[CH:37]=[CH:38][CH:39]=[CH:40][CH:41]=4)=[O:33])=[NH:30])=[CH:27][CH:28]=3)[CH2:13][C@@:14]([CH3:15])([CH2:16][C:17](=[O:18])[N:53]3[CH2:58][CH2:57][CH2:56][CH2:55][CH2:54]3)[C:8]2=[N:7][CH:6]=1)[C:47]1[CH:48]=[CH:49][CH:50]=[CH:51][CH:52]=1. Reported procedure: Following a procedure similar to that for the preparation of intermediate 18 g, intermediate 39a (20 mg, 0.028 mmol) was coupled with piperidine (8.1 mg, 0.14 mmol) to provide 15.7 mg (71%) of intermediate 41a. MS (ESI) 774.5 (M+H+). Conditions: time 18 hour. The solvent is CN(C=O)C (N,N-dimethylformamide). The product is CN1N=CC(=C1)C=1C(=CC(=C(C(=O)NC=2C=NC=CC2)C1)OCC1=CC=CC=C1)C(=O)N1CCOCC1 (5-(1-Methyl-1H-pyrazol-4-yl)-4-(4-morpholinylcarbonyl)-2-[(phenylmethyl)oxy]-N-3-pyridinylbenzamide). The reactants are CN1N=CC(=C1)C=1C(=CC(=C(C(=O)O)C1)OCC1=CC=CC=C1)C(=O)N1CCOCC1 (5-(1-methyl-1H-pyrazol-4-yl)-4-(4-morpholinylcarbonyl)-2-[(phenylmethyl)oxy]benzoic acid), C(C)(C)N(CC)C(C)C (diisopropylethylamine), NC=1C=NC=CC1 (3-aminopyridine), ON1N=NC2=C1N=CC=C2 (1-hydroxy-7-azabenzotriazole), C(CCl)Cl (EDC). As a reaction SMILES: [CH3:1][N:2]1[CH:6]=[C:5]([C:7]2[C:8]([C:24]([N:26]3[CH2:31][CH2:30][O:29][CH2:28][CH2:27]3)=[O:25])=[CH:9][C:10]([O:16][CH2:17][C:18]3[CH:23]=[CH:22][CH:21]=[CH:20][CH:19]=3)=[C:11]([CH:15]=2)[C:12]([OH:14])=O)[CH:4]=[N:3]1.C(N(C(C)C)CC)(C)C.[NH2:41][C:42]1[CH:43]=[N:44][CH:45]=[CH:46][CH:47]=1.ON1C2N=CC=CC=2N=N1.C(Cl)CCl>CN(C)C=O>[CH3:1][N:2]1[CH:6]=[C:5]([C:7]2[C:8]([C:24]([N:26]3[CH2:31][CH2:30][O:29][CH2:28][CH2:27]3)=[O:25])=[CH:9][C:10]([O:16][CH2:17][C:18]3[CH:19]=[CH:20][CH:21]=[CH:22][CH:23]=3)=[C:11]([CH:15]=2)[C:12]([NH:41][C:42]2[CH:43]=[N:44][CH:45]=[CH:46][CH:47]=2)=[O:14])[CH:4]=[N:3]1. Procedure details: To a solution of 5-(1-methyl-1H-pyrazol-4-yl)-4-(4-morpholinylcarbonyl)-2-[(phenylmethyl)oxy]benzoic acid (may be prepared as described in Description 26; 150 mg, 0.36 mmol) in N,N-dimethylformamide (3 ml) was added diisopropylethylamine (0.12 ml, 0.71 mmol), 3-aminopyridine (40.2 mg, 0.43 mmol), 1-hydroxy-7-azabenzotriazole (58.1 mg, 0.43 mmol) and EDC (116 mg, 0.61 mmol). The reaction was stirred for 18 hours and then the solvent was removed in vacuo. The residue was purified by MDAP to yield ... The reactants are CCOC(C)=O, CCOC(C)=O, ClC(Cl)Cl, Cl, CC(C)(C)OC(=O)NC1CCN(Cc2ccc3c(c2)NC(=O)CC3)CC1, O. The product is NC1CCN(Cc2ccc3c(c2)NC(=O)CC3)CC1. RXN SMILES: [CH3:1][CH2:2][O:3][C:4]([CH3:5])=[O:6].[CH3:34][CH2:35][O:36][C:37]([CH3:38])=[O:39].[Cl:40][CH:41]([Cl:42])[Cl:43].[ClH:33].[O:7]=[C:8]1[NH:9][c:10]2[cH:11][c:12]([CH2:18][N:19]3[CH2:20][CH2:21][CH:22]([NH:25][C:26](=[O:27])[O:28][C:29]([CH3:30])([CH3:31])[CH3:32])[CH2:23][CH2:24]3)[cH:13][cH:14][c:15]2[CH2:16][CH2:17]1.[OH2:44]>>[O:7]=[C:8]1[NH:9][c:10]2[cH:11][c:12]([CH2:18][N:19]3[CH2:20][CH2:21][CH:22]([NH2:25])[CH2:23][CH2:24]3)[cH:13][cH:14][c:15]2[CH2:16][CH2:17]1.